This data is from the Open Reaction Database (ORD), a public repository of structured organic reaction records. The task is: describe an organic reaction: reactants, conditions, products, and yield Starting materials: ClC1=CC=C(N)C=C1 (4-chloroaniline), [S]Cl (sulphur monochloride), C(=S)=S (Carbon disulphide). Solvent: CCCCCC (hexane), C(C)(=O)O (acetic acid). Reaction conditions: temperature 60 celsius. Yields the product ClC1=CC2=C(N=C(S2)S)C=C1 (6-chloro-2-mercaptobenzthiazole). RXN SMILES: [Cl:1][C:2]1[CH:8]=[CH:7][C:5]([NH2:6])=[CH:4][CH:3]=1.[S]Cl.[C:11](=[S:13])=[S:12]>C(O)(=O)C.CCCCCC>[Cl:1][C:2]1[CH:8]=[CH:7][C:5]2[N:6]=[C:11]([SH:13])[S:12][C:4]=2[CH:3]=1 |^1:8|. Reported procedure: To a stirred solution of 4-chloroaniline (2.55 g) in acetic acid (5 cm3) was added sulphur monochloride (10 cm3) causing formation of a thick red slurry. The reaction was heated at 60° C. for 4 hours giving a mixture of green solid and a green solution. The mixture was diluted with hexane and the green solid was filtered off. The solid was taken into water and 2M NaOH was added and the mixture heated for 4 hours at 100° C. and then filtered through celite to give a pale pink filtrate. Carbon dis...